Dataset: the Open Reaction Database (ORD), a public repository of structured organic reaction records. Task: describe an organic reaction: reactants, conditions, products, and yield Run at time 8 hour. Procedure: tert-Butyl 6-methoxy-1-methyl-1,3,4,8-tetrahydro-2H-[1,4]oxazepino[6,7-e]indole-2-carboxylate (Intermediate 36, 25 mg, 0.059 mmol) was dissolved in DMF (1 mL) and sodium hydride (60% in mineral oil, 4.0 mg, 0.15 mmol) was added. The reaction mixture was stirred at room temperature for 15 minutes before 2-methoxy-5-methylbenzenesulfonyl chloride (24.0 mg, 0.113 mmol) was added. The reaction mixture was allowed to stir at room temperature overnight and a few drops of water were added. The crude pr... As a reaction SMILES: [CH3:1][O:2][C:3]1[CH:11]=[C:10]2[C:6]([CH:7]=[CH:8][NH:9]2)=[C:5]2[CH:12]([CH3:24])[N:13]([C:17]([O:19][C:20]([CH3:23])([CH3:22])[CH3:21])=[O:18])[CH2:14][CH2:15][O:16][C:4]=12.[H-].[Na+].[CH3:27][O:28][C:29]1[CH:34]=[CH:33][C:32]([CH3:35])=[CH:31][C:30]=1[S:36](Cl)(=[O:38])=[O:37]>CN(C=O)C.O>[CH3:1][O:2][C:3]1[CH:11]=[C:10]2[C:6]([CH:7]=[CH:8][N:9]2[S:36]([C:30]2[CH:31]=[C:32]([CH3:35])[CH:33]=[CH:34][C:29]=2[O:28][CH3:27])(=[O:38])=[O:37])=[C:5]2[CH:12]([CH3:24])[N:13]([C:17]([O:19][C:20]([CH3:23])([CH3:22])[CH3:21])=[O:18])[CH2:14][CH2:15][O:16][C:4]=12 |f:1.2|. Isolated yield 14.4%. Reagents/catalysts: O (water). The solvent is CN(C)C=O (DMF). Starting materials: [H-].[Na+] (sodium hydride), COC1=C(C=C(C=C1)C)S(=O)(=O)Cl (2-methoxy-5-methylbenzenesulfonyl chloride), COC1=C2C(=C3C=CNC3=C1)C(N(CCO2)C(=O)OC(C)(C)C)C (tert-Butyl 6-methoxy-1-methyl-1,3,4,8-tetrahydro-2H-[1,4]oxazepino[6,7-e]indole-2-carboxylate), COC1=C2C(=C3C=CNC3=C1)C(N(CCO2)C(=O)OC(C)(C)C)C (tert-Butyl 6-methoxy-1-methyl-1,3,4,8-tetrahydro-2H-[1,4]oxazepino[6,7-e]indole-2-carboxylate). The product is COC1=C2C(=C3C=CN(C3=C1)S(=O)(=O)C1=C(C=CC(=C1)C)OC)C(N(CCO2)C(=O)OC(C)(C)C)C (tert-butyl 6-methoxy-8-[(2-methoxy-5-methylphenyl)sulfonyl]-1-methyl-1,3,4,8-tetrahydro-2H-[1,4]oxazepino[6,7-e]indole-2-carboxylate). The reactants are C1COCCO1, Clc1nc(NC2CC2)c2occc2n1, [K+], [K+], CC1Cc2ccc(N)cc2NC1=O, O=C([O-])[O-], O=C(C=Cc1ccccc1)C=Cc1ccccc1, O=C(C=Cc1ccccc1)C=Cc1ccccc1, O=C(C=Cc1ccccc1)C=Cc1ccccc1, [Pd], [Pd]. The product is CC1Cc2ccc(Nc3nc(NC4CC4)c4occc4n3)cc2NC1=O. As a reaction SMILES: [CH2:34]1[O:35][CH2:36][CH2:37][O:38][CH2:39]1.[Cl:1][c:2]1[n:3][c:4]([NH:11][CH:12]2[CH2:13][CH2:14]2)[c:5]2[c:6]([n:7]1)[cH:8][cH:9][o:10]2.[K+:28].[K+:29].[NH2:15][c:16]1[cH:17][cH:18][c:19]2[c:24]([cH:25]1)[NH:23][C:22](=[O:26])[CH:21]([CH3:27])[CH2:20]2.[O-:30][C:31]([O-:32])=[O:33].[O:42]=[C:43]([CH:44]=[CH:45][c:46]1[cH:47][cH:48][cH:49][cH:50][cH:51]1)[CH:52]=[CH:53][c:54]1[cH:55][cH:56][cH:57][cH:58][cH:59]1.[O:60]=[C:61]([CH:62]=[CH:63][c:64]1[cH:65][cH:66][cH:67][cH:68][cH:69]1)[CH:70]=[CH:71][c:72]1[cH:73][cH:74][cH:75][cH:76][cH:77]1.[O:78]=[C:79]([CH:80]=[CH:81][c:82]1[cH:83][cH:84][cH:85][cH:86][cH:87]1)[CH:88]=[CH:89][c:90]1[cH:91][cH:92][cH:93][cH:94][cH:95]1.[Pd:40].[Pd:41]>>[c:2]1([NH:15][c:16]2[cH:17][cH:18][c:19]3[c:24]([cH:25]2)[NH:23][C:22](=[O:26])[CH:21]([CH3:27])[CH2:20]3)[n:3][c:4]([NH:11][CH:12]2[CH2:13][CH2:14]2)[c:5]2[c:6]([n:7]1)[cH:8][cH:9][o:10]2. Reactants: ice, P(Br)(Br)Br (phosphorus tribromide), COC=1C=C(C=C(C1)OC)C(CCO)C (3-(3,5-dimethoxyphenyl)-1-butanol). Run in CCOCC (ether), CCOCC (ether). Run at time 2.5 hour. Product: BrCCC(C)C1=CC(=CC(=C1)OC)OC (1-Bromo-3-(3,5-dimethoxyphenyl)butane). Isolated yield 55.0%. RXN SMILES: P(Br)(Br)[Br:2].[CH3:5][O:6][C:7]1[CH:8]=[C:9]([CH:15]([CH3:19])[CH2:16][CH2:17]O)[CH:10]=[C:11]([O:13][CH3:14])[CH:12]=1>CCOCC>[Br:2][CH2:17][CH2:16][CH:15]([C:9]1[CH:8]=[C:7]([O:6][CH3:5])[CH:12]=[C:11]([O:13][CH3:14])[CH:10]=1)[CH3:19]. Procedure: A solution of phosphorus tribromide (5.7 ml., 0.06 mole) in ether (30 ml.) is added to a solution of 3-(3,5-dimethoxyphenyl)-1-butanol (30.0 g., 0.143 mole) in ether (20 ml.) at -5° C. to -10° C. and the reaction mixture stirred at -5° C. to -10° C. for 2.5 hours. It is then warmed to room temperature and stirred for an additional 30 minutes. The mixture is poured over ice (200 g.) and the resulting mixture extracted with ether (3×50 ml.). The combined extracts are washed with 5% sodium hydroxid... The reactants are C(=C)OCC (ethyl vinyl ether), OCC1CN2S(C3=C(C=C2C(O1)=O)C=CS3)(=O)=O (7-Hydroxymethyl-7,8-dihydro-5H-[1,4]oxazino[4,3-b]thieno[3,2-e]-1,2-thiazine-5-one 10,10-dioxide), C1(=CC=C(C=C1)S(=O)(=O)O)C (p-toluenesulfonic acid). Run in C1CCOC1 (THF). The product is C(C)OC(C)OCC1CN2S(C3=C(C=C2C(O1)=O)C=CS3)(=O)=O (7-[(1-Ethoxyethoxy)methyl]-7,8-dihydro-5H-[1,4]oxazino[4,3-b]thieno[3,2-e]-1,2-thiazine-5-one 10,10-dioxide). Yield: 54.3%. RXN SMILES: [OH:1][CH2:2][CH:3]1[O:12][C:11](=[O:13])[C:10]2[N:5]([S:6](=[O:18])(=[O:17])[C:7]3[S:16][CH:15]=[CH:14][C:8]=3[CH:9]=2)[CH2:4]1.[CH:19]([O:21][CH2:22][CH3:23])=[CH2:20].C1(C)C=CC(S(O)(=O)=O)=CC=1>C1COCC1>[CH2:19]([O:21][CH:22]([O:1][CH2:2][CH:3]1[O:12][C:11](=[O:13])[C:10]2[N:5]([S:6](=[O:17])(=[O:18])[C:7]3[S:16][CH:15]=[CH:14][C:8]=3[CH:9]=2)[CH2:4]1)[CH3:23])[CH3:20]. Reported procedure: A suspension of the product from Step C (10 g, 34.84 mmol) in anhydrous THF (200 mL) at 0° C. was combined with ethyl vinyl ether (5.02 g, 69.68 mmol) and p-toluenesulfonic acid (1.32 g, 6.9 mmol); this mixture was stirred until it became homogeneous. The reaction mixture was filtered through silica and the solvent evaporated to give a residue which was purified by column chromatography (silica, ethyl acetate/hexane, 3:7) to give 6.8 g (54%) of an oil. The reactants are ClC1=CC=C(OC2=CC=C(C=C2)N2C(N(CC2C2=CC(=CC=C2)C(F)(F)F)CC#N)=O)C=C1 (2-(3-(4-(4-chlorophenoxy)phenyl)-2-oxo-4-(3-(trifluoromethyl)phenyl)-imidazolidin-1-yl)acetonitrile), [N-]=[N+]=[N-].[Na+] (NaN3), [NH4+].[Cl-] (NH4Cl). Reported procedure: To a solution of 2-(3-(4-(4-chlorophenoxy)phenyl)-2-oxo-4-(3-(trifluoromethyl)phenyl)-imidazolidin-1-yl)acetonitrile (21.8 mg, 0.046 mmol) in DMF (1.0 mL) are added NaN3 (60 mg, 0.92 mmol) and NH4Cl (49 mg, 0.92 mmol). The reaction mixture is heated at 220° C. for 15 min in a microwave reactor. After cooling down to room temperature and removal of the solvent, the residue is purified by preparatory LC/MS to provide the title compound; 1H NMR (CDCl3, 400 MHz) δ 7.58-7.45 (m, 4H), 7.26 (d, 2H), 7.... As a reaction SMILES: [Cl:1][C:2]1[CH:33]=[CH:32][C:5]([O:6][C:7]2[CH:12]=[CH:11][C:10]([N:13]3[CH:17]([C:18]4[CH:23]=[CH:22][CH:21]=[C:20]([C:24]([F:27])([F:26])[F:25])[CH:19]=4)[CH2:16][N:15]([CH2:28][C:29]#[N:30])[C:14]3=[O:31])=[CH:9][CH:8]=2)=[CH:4][CH:3]=1.[N-:34]=[N+:35]=[N-:36].[Na+].[NH4+].[Cl-]>CN(C=O)C>[NH:34]1[C:29]([CH2:28][N:15]2[CH2:16][CH:17]([C:18]3[CH:23]=[CH:22][CH:21]=[C:20]([C:24]([F:26])([F:25])[F:27])[CH:19]=3)[N:13]([C:10]3[CH:9]=[CH:8][C:7]([O:6][C:5]4[CH:4]=[CH:3][C:2]([Cl:1])=[CH:33][CH:32]=4)=[CH:12][CH:11]=3)[C:14]2=[O:31])=[N:30][N:36]=[N:35]1 |f:1.2,3.4|. Run at temperature 220 celsius. The product is N1N=NN=C1CN1C(N(C(C1)C1=CC(=CC=C1)C(F)(F)F)C1=CC=C(C=C1)OC1=CC=C(C=C1)Cl)=O (1-((1H-tetrazol-5-yl)methyl)-3-(4-(4-chlorophenoxy)phenyl)-4-(3-(trifluoromethyl)phenyl)imidazolidin-2-one). The solvent is CN(C)C=O (DMF). The product is S1C(=NC2=C1C=CC=C2)S(=O)(=O)N2C(CN(CC2)C(CN2C=1N=C(NC(C1N=C2)=O)NC(=O)OCC2=CC=C(C=C2)OC)=O)=O (1-(Benzothiazole-2-sulfonyl)-4-{[2-N-(4-methoxybenzyloxycarbonyl)-guanin-9-yl]-acetyl}-piperazin-2-one). Starting materials: FC(C(=O)O)(F)F.S1C(=NC2=C1C=CC=C2)S(=O)(=O)N2C(CNCC2)=O (1-(benzothiazole-2-sulfonyl)-piperazin-2-one trifluoroacetic acid salt), COC1=CC=C(COC(=O)NC=2NC(C=3N=CN(C3N2)CC(=O)O)=O)C=C1 ([2-N-(4-methoxybenzyloxycarbonyl)-guanin-9-yl]-acetic acid). Reaction SMILES: FC(F)(F)C(O)=O.[S:8]1[C:12]2[CH:13]=[CH:14][CH:15]=[CH:16][C:11]=2[N:10]=[C:9]1[S:17]([N:20]1[CH2:25][CH2:24][NH:23][CH2:22][C:21]1=[O:26])(=[O:19])=[O:18].[CH3:27][O:28][C:29]1[CH:53]=[CH:52][C:32]([CH2:33][O:34][C:35]([NH:37][C:38]2[NH:39][C:40](=[O:51])[C:41]3[N:42]=[CH:43][N:44]([CH2:47][C:48](O)=[O:49])[C:45]=3[N:46]=2)=[O:36])=[CH:31][CH:30]=1>>[S:8]1[C:12]2[CH:13]=[CH:14][CH:15]=[CH:16][C:11]=2[N:10]=[C:9]1[S:17]([N:20]1[CH2:25][CH2:24][N:23]([C:48](=[O:49])[CH2:47][N:44]2[CH:43]=[N:42][C:41]3[C:40](=[O:51])[NH:39][C:38]([NH:37][C:35]([O:34][CH2:33][C:32]4[CH:52]=[CH:53][C:29]([O:28][CH3:27])=[CH:30][CH:31]=4)=[O:36])=[N:46][C:45]2=3)[CH2:22][C:21]1=[O:26])(=[O:19])=[O:18] |f:0.1|. Procedure details: The title compound was synthesized by the reaction of 1-(benzothiazole-2-sulfonyl)-piperazin-2-one trifluoroacetic acid salt with [2-N-(4-methoxybenzyloxycarbonyl)-guanin-9-yl]-acetic acid as per the procedure of Example 52. 1H NMR (500 MHz; DMSO-d6) δ 11.38 (bs, 2H), 8.33 (m, 1H), 8.24 (m, 1H), 7.81 (d, 0.6H), 7.77 (d, 0.4H), 7.71 (m, 2H), 7.36 (d, 2H), 6.94 (d, 2H), 5.16 (s, 2H), 5.12 (s, 1.2H), 5.02 (s, 0.8H), 4.51 (s, 0.8H), 4.26 (s, 1.2H), 4.24 (t, 1.2H), 4.08 (t, 0.8H), 4.03 (t, 1.2H), 3.8... Starting materials: COC1=CC=C(C=C1)C=1C(=C(OC1)C(=O)NN)C1=CC=CC=C1 (4-(4-methoxyphenyl)-3-phenyl-2-furancarboxylic acid hydrazide), Example 63, C(C)(=O)OCC (ethyl acetate). Reaction conditions: time 8 hour. Yields the product C(#N)C=1C=C(C(=O)NNC(=O)C=2OC=C(C2C2=CC=CC=C2)C2=CC=C(C=C2)OC)C=CC1O (4-(4-methoxyphenyl)-3-phenyl-2-furancarboxylic acid 2-(3-cyano-4-hydroxybenzoyl)hydrazide). Reaction SMILES: [CH3:1][O:2][C:3]1[CH:8]=[CH:7][C:6]([C:9]2[C:10]([C:18]3[CH:23]=[CH:22][CH:21]=[CH:20][CH:19]=3)=[C:11]([C:14]([NH:16][NH2:17])=[O:15])[O:12][CH:13]=2)=[CH:5][CH:4]=1.C([O:27][CH2:28][CH3:29])(=O)C>>[C:14]([C:11]1[CH:10]=[C:9]([CH:6]=[CH:29][C:28]=1[OH:27])[C:13]([NH:17][NH:16][C:14]([C:11]1[O:12][CH:13]=[C:9]([C:6]2[CH:5]=[CH:4][C:3]([O:2][CH3:1])=[CH:8][CH:7]=2)[C:10]=1[C:18]1[CH:23]=[CH:22][CH:21]=[CH:20][CH:19]=1)=[O:15])=[O:12])#[N:16]. Procedure details: A mixture of 4-(4-methoxyphenyl)-3-phenyl-2-furancarboxylic acid hydrazide (compound of Reference Example 10, 0.31 g) and the compound of Reference Example 63 (0.33 g) in ethyl acetate (10 ml) was heated at reflux while stirring overnight. The thus-precipitated crystals were collected by filtration and recrystallized from ethyl acetate/diisopropyl ether, thereby giving 0.31 g of the desired compound. Melting point: 146-148° C.